This data is from the Open Reaction Database (ORD), a public repository of structured organic reaction records. The task is: describe an organic reaction: reactants, conditions, products, and yield Reactants: Ag(I) sulphate, CC1=CC=CC2=CC=CC=C12 (1-methylnaphthalene), Ag(II) sulphate. The solvent is C(CCC)OP(=O)(OCCCC)OCCCC (tributylphosphate), OS(=O)(=O)O (H2SO4). Run at time 26 hour. Yields the product starting material, CC1=CC=C(C2=CC=CC=C12)C1=CC=C(C2=CC=CC=C12)C (4,4'-dimethylbinaphthyl). The yield is 4.6%. As a reaction SMILES: [CH3:1][C:2]1[C:11]2[C:6](=[CH:7][CH:8]=[CH:9][CH:10]=2)[CH:5]=[CH:4][CH:3]=1>C(OP(OCCCC)(OCCCC)=O)CCC.OS(O)(=O)=O>[CH3:5][C:5]1[C:6]2[C:11](=[CH:10][CH:9]=[CH:8][CH:7]=2)[C:2]([C:1]2[C:6]3[C:11](=[CH:10][CH:9]=[CH:8][CH:7]=3)[C:2]([CH3:1])=[CH:3][CH:4]=2)=[CH:3][CH:4]=1. Reported procedure: 2 g (14 mmol) of 1-methylnaphthalene in 2 ml of tributylphosphate was allowed to react with electrochemically produced Ag(II) sulphate at 23° C. The electrolyte solution was composed of 0.02M Ag(I) sulphate in 1.5M H2SO4. The reaction was run for 26 hours at 200 mA. The organic material isolated from the run was placed on a silica gel column, which was eluted with petroleum ether (bp=60°-80° C.) then with a solution of 1% ether in petroleum ether. From this column there were obtained 1.2 g (8.4 ... Starting materials: N1(CCCCC1)CC=1C=C(OCCCN)C=CC1 (3-[3-(Piperidinomethyl)phenoxy]propylamine), ClC1=CC=NC2=CC=CC=C12 (4-chloroquinoline). Solvent: Cl (hydrochloric acid). Reaction conditions: temperature 155 celsius, time 2 hour. Product: N1(CCCCC1)CC=1C=C(OCCCNC2=CC=NC3=CC=CC=C23)C=CC1 (4-[3-[3-(Piperidinomethyl)phenoxy]propylamino]quinoline). As a reaction SMILES: [N:1]1([CH2:7][C:8]2[CH:9]=[C:10]([CH:16]=[CH:17][CH:18]=2)[O:11][CH2:12][CH2:13][CH2:14][NH2:15])[CH2:6][CH2:5][CH2:4][CH2:3][CH2:2]1.Cl[C:20]1[C:29]2[C:24](=[CH:25][CH:26]=[CH:27][CH:28]=2)[N:23]=[CH:22][CH:21]=1>Cl>[N:1]1([CH2:7][C:8]2[CH:9]=[C:10]([CH:16]=[CH:17][CH:18]=2)[O:11][CH2:12][CH2:13][CH2:14][NH:15][C:20]2[C:29]3[C:24](=[CH:25][CH:26]=[CH:27][CH:28]=3)[N:23]=[CH:22][CH:21]=2)[CH2:6][CH2:5][CH2:4][CH2:3][CH2:2]1. Procedure: 3-[3-(Piperidinomethyl)phenoxy]propylamine (13.51 g) and 4-chloroquinoline (4.45 g) were heated with stirring at 155° C. for 21/2 hours. The cooled reaction mixture was dissolved in 2 Normal hydrochloric acid to pH 3-4 and the acidic solution was extracted with ethyl acetate. The aqueous solution was then basified to pH greater than 9 and was extracted with chloroform several times. The combined chloroform extracts were dried and evaporated to dryness to give the title compound as an oil. This w...